This data is from the Open Reaction Database (ORD), a public repository of structured organic reaction records. The task is: describe an organic reaction: reactants, conditions, products, and yield Reactants: Cl.Cl.C(C)(C)(C)OC(=O)N(C1=CC=C(C=N1)/C=C/C(=O)OCC)[C@H]1CNCC1 (ethyl (2E)-3-(6-{(tert-butoxycarbonyl)[(3R)-3-pyrrolidinyl]amino}-3-pyridinyl)acrylate dihydrochloride), C(C)(C)N(CC)C(C)C (diisopropylethylamine), C1(CCCC1)C=O (cyclopentanecarboxaldehyde), C(C)(=O)O[BH-](OC(C)=O)OC(C)=O.[Na+] (sodium triacetoxyborohydride), C([O-])(O)=O.[Na+] (sodium bicarbonate). Run in ClCCCl (1,2-dichloroethane). Reaction conditions: time 5 minute. Yields the product C(C)(C)(C)OC(=O)N(C1=CC=C(C=N1)/C=C/C(=O)OCC)[C@H]1CN(CC1)CC1CCCC1 (ethyl (2E)-3-(6-{(tert-butoxycarbonyl)[(3R)-1-(cyclopentylmethyl)-3-pyrrolidinyl]amino}-3-pyridinyl)acrylate). Yield: 99.5%. Reaction SMILES: Cl.Cl.[C:3]([O:7][C:8]([N:10]([C@@H:24]1[CH2:28][CH2:27][NH:26][CH2:25]1)[C:11]1[N:16]=[CH:15][C:14](/[CH:17]=[CH:18]/[C:19]([O:21][CH2:22][CH3:23])=[O:20])=[CH:13][CH:12]=1)=[O:9])([CH3:6])([CH3:5])[CH3:4].C(N(C(C)C)CC)(C)C.[CH:38]1([CH:43]=O)[CH2:42][CH2:41][CH2:40][CH2:39]1.C(O[BH-](OC(=O)C)OC(=O)C)(=O)C.[Na+].C(=O)(O)[O-].[Na+]>ClCCCl>[C:3]([O:7][C:8]([N:10]([C@@H:24]1[CH2:28][CH2:27][N:26]([CH2:43][CH:38]2[CH2:42][CH2:41][CH2:40][CH2:39]2)[CH2:25]1)[C:11]1[N:16]=[CH:15][C:14](/[CH:17]=[CH:18]/[C:19]([O:21][CH2:22][CH3:23])=[O:20])=[CH:13][CH:12]=1)=[O:9])([CH3:4])([CH3:5])[CH3:6] |f:0.1.2,5.6,7.8|. Procedure: To a solution of ethyl (2E)-3-(6-{(tert-butoxycarbonyl)[(3R)-3-pyrrolidinyl]amino}-3-pyridinyl)acrylate dihydrochloride (220 mg, 0.51 mmol) in 1,2-dichloroethane (4 mL) were added diisopropylethylamine (131 mg, 1.01 mmol) and cyclopentanecarboxaldehyde (52 mg, 0.53 mmol), and the mixture was stirred at ambient temperature for 5 min. To the mixture was added sodium triacetoxyborohydride (215 mg, 1.01 mmol) and stirred for 2 hrs, and resulting mixture was poured into saturated sodium bicarbonate s... Starting materials: ClC1=CC=C(C=C1)[O-].[Na+] (sodium 4-chlorophenolate), ClCC(=C)CCl (3-chloro-2-chloromethylpropene). The reagents and catalysts are [I-].[Na+] (sodium iodide). Solvent: C(C)#N (acetonitrile), C(C)#N (acetonitrile). Product: ClCC(=C)COC1=CC=C(C=C1)Cl (2-chloromethyl-3-(4-chlorophenoxy)-propene). The yield is 54.0%. As a reaction SMILES: [Cl:1][C:2]1[CH:7]=[CH:6][C:5]([O-:8])=[CH:4][CH:3]=1.[Na+].[Cl:10][CH2:11][C:12]([CH2:14]Cl)=[CH2:13]>C(#N)C.[I-].[Na+]>[Cl:10][CH2:11][C:12]([CH2:14][O:8][C:5]1[CH:6]=[CH:7][C:2]([Cl:1])=[CH:3][CH:4]=1)=[CH2:13] |f:0.1,4.5|. Procedure details: 0.5 mol of sodium 4-chlorophenolate in acetonitrile are added dropwise to a solution of 125 g (1 mol) of 3-chloro-2-chloromethylpropene in 50 ml of acetonitrile. After addition of 0.5 g of sodium iodide, the reaction mixture is heated under reflux for 12 hours and is then filtered cold. The filtrate is concentrated in vacuo. The residue is dissolved in methylene chloride and the solution is washed with water, dried over sodium sulphate and concentrated. 58.6 g of about 60% pure 2-chloromethyl-3-... The reactants are O=[O+][O-] (ozone), C[C@@H](CNC(=O)OCC1=CC=CC=C1)[C@H](CCC=C(C)C)C (2(R),3(S),7-trimethyl-1-benzyloxycarbonylamino-6-octene). Solvent: O=O (oxygen), C(Cl)Cl (methylene chloride). Run at temperature 0 celsius, time 15 minute. Product: C[C@@H](CCC=O)[C@H](CNC(=O)OCC1=CC=CC=C1)C (4(S),5(R)-Dimethyl-6-benzyloxycarbonylamino-hexan-1-al). As a reaction SMILES: [O:1]=[O+][O-].[CH3:4][C@H:5]([C@@H:18]([CH3:25])[CH2:19][CH2:20][CH:21]=C(C)C)[CH2:6][NH:7][C:8]([O:10][CH2:11][C:12]1[CH:17]=[CH:16][CH:15]=[CH:14][CH:13]=1)=[O:9]>O=O.C(Cl)Cl>[CH3:25][C@H:18]([C@@H:5]([CH3:4])[CH2:6][NH:7][C:8]([O:10][CH2:11][C:12]1[CH:17]=[CH:16][CH:15]=[CH:14][CH:13]=1)=[O:9])[CH2:19][CH2:20][CH:21]=[O:1]. Procedure details: A stream of 4% ozone in oxygen was bubbled through a solution of 1.79 g (~6 mmol) of 2(R),3(S),7-trimethyl-1-benzyloxycarbonylamino-6-octene in 25 mL of methylene chloride at -78° C. until blue color persisted. Nitrogen gas was bubbled through the reaction mixture at the same temperature for 15 min. 3 mL of dimethyl sulfide was added and the mixture was stirred 15 mins and then warmed to 0° C. The solvents and other volatile materials were removed under house vacuum. Traces of solvent were then ... The reactants are Cl (HCl), C1=C2C(=C3N(C2=CC=C1)CCC=C3)C(=O)OC (methyl 6,7-dihydropyrido[1,2-a]indole-10-carboxylate), [OH-].[K+] (potassium hydroxide). Run in CO (methanol), O (water). Yields the product C1=C2C(=C3N(C2=CC=C1)CCC=C3)C(=O)O (6,7-dihydropyrido[1,2-a]indole-10-carboxylic acid). Yield: 64.0%. RXN SMILES: [CH:1]1[CH:9]=[CH:8][CH:7]=[C:6]2[C:2]=1[C:3]([C:14]([O:16]C)=[O:15])=[C:4]1[CH:13]=[CH:12][CH2:11][CH2:10][N:5]12.[OH-].[K+].Cl>CO.O>[CH:1]1[CH:9]=[CH:8][CH:7]=[C:6]2[C:2]=1[C:3]([C:14]([OH:16])=[O:15])=[C:4]1[CH:13]=[CH:12][CH2:11][CH2:10][N:5]12 |f:1.2|. Procedure: A stirred solution of methyl 6,7-dihydropyrido[1,2-a]indole-10-carboxylate (T. Teitei and L. K. Dalton, Australian J. Chem 1969, 22, 997) (1.0 g, 0.0044 mole) in methanol (40 ml) was treated with a solution of potassium hydroxide (3.0 g, 0.054 mole) in water (50 ml) and heated under reflux for 3 h. The solution was allowed to cool, then acidified with HCl acid and extracted with ethyl acetate. The extract was dried (Na2SO4) and concentrated under vacuum to leave the title compound (D8) as a yell...